This data is from the Open Reaction Database (ORD), a public repository of structured organic reaction records. The task is: describe an organic reaction: reactants, conditions, products, and yield The reactants are FC=1C=C(N)C=CC1 (3-fluoroaniline), C=1C=CC2=C(C1)N=NN2O (HOBt), Cl.NCC(=O)N1CCC(CC1)OC1=CC(=CC=C1)C(F)(F)F (2-amino-1-[4-(3-trifluoromethyl-phenoxy)-piperidin-1-yl]-ethanone hydrochloride salt), CCN(C(C)C)C(C)C (DIPEA), FC=1C=C(C=CC1)N1N=NC(=C1)C(=O)O (1-(3-fluoro-phenyl)-1H-[1,2,3]triazole-4-carboxylic acid), Intermediate 64, CCN=C=NCCCN(C)C (EDCI). The solvent is CN(C)C=O (DMF), O (water). Reaction conditions: time 2 minute. Yields the product O=C(CNC(=O)C=1N=NN(C1)C1=CC(=CC=C1)F)N1CCC(CC1)OC1=CC(=CC=C1)C(F)(F)F (1-(3-fluoro-phenyl)-1H-[1,2,3]triazole-4-carboxylic acid {2-oxo-2-[4-(3-trifluoromethyl-phenoxy)-piperidin-1-yl]-ethyl}-amide). Isolated yield 77.5%. As a reaction SMILES: CCN(C(C)C)C(C)C.[F:10][C:11]1[CH:12]=[C:13]([N:17]2[CH:21]=[C:20]([C:22]([OH:24])=O)[N:19]=[N:18]2)[CH:14]=[CH:15][CH:16]=1.FC1C=C(C=CC=1)N.C1C=CC2N(O)N=NC=2C=1.CCN=C=NCCCN(C)C.Cl.[NH2:55][CH2:56][C:57]([N:59]1[CH2:64][CH2:63][CH:62]([O:65][C:66]2[CH:71]=[CH:70][CH:69]=[C:68]([C:72]([F:75])([F:74])[F:73])[CH:67]=2)[CH2:61][CH2:60]1)=[O:58]>CN(C=O)C.O>[O:58]=[C:57]([N:59]1[CH2:60][CH2:61][CH:62]([O:65][C:66]2[CH:71]=[CH:70][CH:69]=[C:68]([C:72]([F:75])([F:73])[F:74])[CH:67]=2)[CH2:63][CH2:64]1)[CH2:56][NH:55][C:22]([C:20]1[N:19]=[N:18][N:17]([C:13]2[CH:14]=[CH:15][CH:16]=[C:11]([F:10])[CH:12]=2)[CH:21]=1)=[O:24] |f:5.6|. Procedure: DIPEA (168 mg, 1.3 mmol) was added to a stirred solution of 1-(3-fluoro-phenyl)-1H-[1,2,3]triazole-4-carboxylic acid (prepared by the method used for the synthesis of Intermediate 64, starting from 3-fluoroaniline) (60 mg, 0.29 mmol) in DMF (5 mL) followed by, HOBt (43 mg, 0.32 mmol) and EDCI (139 mg, 0.72 mmol). After 2 minutes of stirring, 2-amino-1-[4-(3-trifluoromethyl-phenoxy)-piperidin-1-yl]-ethanone hydrochloride salt (prepared according to Step 1 and 5 of the General Scheme) (108 mg, 0.3... The reactants are ClCCl, CC(O)CCO, O, Cc1ccc(S(=O)(=O)Cl)cc1, c1ccncc1. Yields the product Cc1ccc(S(=O)(=O)OCCC(C)O)cc1. RXN SMILES: [CH2:25]([Cl:26])[Cl:27].[CH2:7]([CH2:8][CH:9]([CH3:10])[OH:11])[OH:12].[OH2:24].[c:13]1([CH3:23])[cH:14][cH:15][c:16]([S:19](=[O:20])(=[O:21])[Cl:22])[cH:17][cH:18]1.[cH:1]1[cH:2][cH:3][n:4][cH:5][cH:6]1>>[CH2:7]([CH2:8][CH:9]([CH3:10])[OH:11])[O:12][S:19]([c:16]1[cH:15][cH:14][c:13]([CH3:23])[cH:18][cH:17]1)(=[O:20])=[O:21]. Starting materials: product, COC1=CC=C(C(=N1)N1CCN(CC1)C)[N+](=O)[O-] (1-(6-methoxy-3-nitropyrid-2-yl)-4-methylpiperazine), C1=CCCCC1 (cyclohexene). The reagents and catalysts are [Pd] (palladium-on-charcoal). Run in C(C)O (ethanol). Yields the product COC1=CC=C(C(=N1)N1CCN(CC1)C)N (6-methoxy-2-(4-methylpiperazin-1-yl)pyrid-3-ylamine). As a reaction SMILES: [CH3:1][O:2][C:3]1[N:8]=[C:7]([N:9]2[CH2:14][CH2:13][N:12]([CH3:15])[CH2:11][CH2:10]2)[C:6]([N+:16]([O-])=O)=[CH:5][CH:4]=1.C1CCCCC=1>[Pd].C(O)C>[CH3:1][O:2][C:3]1[N:8]=[C:7]([N:9]2[CH2:14][CH2:13][N:12]([CH3:15])[CH2:11][CH2:10]2)[C:6]([NH2:16])=[CH:5][CH:4]=1. Reported procedure: 1.30 g (0.0052 mol) of the product 1-(6-methoxy-3-nitropyrid-2-yl)-4-methylpiperazine synthesized according to the above procedure, 25 ml of ethanol, 5 ml of cyclohexene and 0.6 g of palladium-on-charcoal were placed in a fully equipped round-bottomed flask.